This data is from the Open Reaction Database (ORD), a public repository of structured organic reaction records. The task is: describe an organic reaction: reactants, conditions, products, and yield Reactants: ClCCCl, O=C(O)Cn1cc(-c2ccc(Cl)cc2)[nH]c1=O, Cl, CC(C)(N)c1cccc(C(F)(F)F)c1, CN(C)C=O, O, On1nnc2ccccc21. Yields the product CC(C)(NC(=O)Cn1cc(-c2ccc(Cl)cc2)[nH]c1=O)c1cccc(C(F)(F)F)c1. As a reaction SMILES: [CH2:28]([Cl:29])[CH2:30][Cl:31].[Cl:1][c:2]1[cH:3][cH:4][c:5](-[c:8]2[nH:9][c:10](=[O:17])[n:11]([CH2:13][C:14](=[O:15])[OH:16])[cH:12]2)[cH:6][cH:7]1.[ClH:32].[F:33][C:34]([c:35]1[cH:36][c:37]([C:41]([CH3:42])([CH3:43])[NH2:44])[cH:38][cH:39][cH:40]1)([F:45])[F:46].[O:47]=[CH:48][N:49]([CH3:50])[CH3:51].[OH2:52].[OH:18][n:19]1[c:20]2[c:21]([cH:22][cH:23][cH:24][cH:25]2)[n:26][n:27]1>>[Cl:1][c:2]1[cH:3][cH:4][c:5](-[c:8]2[nH:9][c:10](=[O:17])[n:11]([CH2:13][C:14](=[O:16])[NH:44][C:41]([c:37]3[cH:36][c:35]([C:34]([F:33])([F:45])[F:46])[cH:40][cH:39][cH:38]3)([CH3:42])[CH3:43])[cH:12]2)[cH:6][cH:7]1. Starting materials: BrCC1CC1, O=C([O-])[O-], CC#N, [K+], [K+], CC(=O)c1cc(O)ccc1O. Product: CC(=O)c1cc(OCC2CC2)ccc1O. Reaction SMILES: [Br:12][CH2:13][CH:14]1[CH2:15][CH2:16]1.[C:17](=[O:18])([O-:19])[O-:20].[CH3:23][C:24]#[N:25].[K+:21].[K+:22].[OH:1][c:2]1[c:3]([C:9]([CH3:10])=[O:11])[cH:4][c:5]([OH:8])[cH:6][cH:7]1>>[OH:1][c:2]1[c:3]([C:9]([CH3:10])=[O:11])[cH:4][c:5]([O:8][CH2:13][CH:14]2[CH2:15][CH2:16]2)[cH:6][cH:7]1. Starting materials: [Cl-], [NH4+], [Na+], N#C[Na], O=C([O-])O, O, O=Cc1ccsc1. Yields the product N#CC(N)c1ccsc1, Cl. As a reaction SMILES: [Cl-:4].[NH4+:5].[Na+:18].[Na:1][C:2]#[N:3].[O-:14][C:15]([OH:16])=[O:17].[OH2:13].[s:6]1[cH:7][c:8]([CH:11]=[O:12])[cH:9][cH:10]1>>[C:2](#[N:3])[CH:11]([NH2:5])[c:8]1[cH:7][s:6][cH:10][cH:9]1.[ClH:4]. The reactants are C(CCC)[Sn](C=1SC=CN1)(CCCC)CCCC (2-tributylstannylthiazole), BrC1=C(C=C(C=C1)I)OC (1-bromo-4-iodo-2-methoxybenzene), [F-].[K+] (potassium fluoride). Reagents/catalysts: C1=CC=C(C=C1)P([C-]2C=CC=C2)C3=CC=CC=C3.C1=CC=C(C=C1)P([C-]2C=CC=C2)C3=CC=CC=C3.Cl[Pd]Cl.[Fe+2].C(Cl)Cl (PdCl2(dppf) CH2Cl2). Run in O1CCOCC1 (dioxane), C(Cl)Cl (DCM). Product: BrC1=C(C=C(C=C1)C=1SC=CN1)OC (2-(4-bromo-3-methoxyphenyl)thiazole). The yield is 71.7%. Reaction SMILES: C([Sn](CCCC)(CCCC)[C:6]1[S:7][CH:8]=[CH:9][N:10]=1)CCC.[Br:19][C:20]1[CH:25]=[CH:24][C:23](I)=[CH:22][C:21]=1[O:27][CH3:28].[F-].[K+]>O1CCOCC1.C(Cl)Cl.C1C=CC(P(C2C=CC=CC=2)[C-]2C=CC=C2)=CC=1.C1C=CC(P(C2C=CC=CC=2)[C-]2C=CC=C2)=CC=1.Cl[Pd]Cl.[Fe+2].C(Cl)Cl>[Br:19][C:20]1[CH:25]=[CH:24][C:23]([C:6]2[S:7][CH:8]=[CH:9][N:10]=2)=[CH:22][C:21]=1[O:27][CH3:28] |f:2.3,6.7.8.9.10|. Procedure: A solution of PdCl2(dppf)-CH2Cl2 adduct (0.391 g, 0.479 mmol), 2-tributylstannylthiazole (3.01 ml, 9.59 mmol), 1-bromo-4-iodo-2-methoxybenzene (3.00 g, 9.59 mmol), and potassium fluoride (1.499 g, 38.3 mmol) in 10 mL dioxane was heated to 100° C. overnight. LC/MS showed mostly product, so the reaction mixture was diluted with DCM and washed with water. The organics were dried over MgSO4 and concentrated. Purification of the crude residue by silica gel column chromatography (0-100% EtOAc/heptane)... Reactants: CC(=O)O[BH-](OC(C)=O)OC(C)=O, O=Cc1c[nH]cn1, CC(Cl)Cl, COc1cc(-c2nn(C3CCNC3)c3ncnc(N)c23)ccc1NC(=O)c1cc2ccccc2n1C, [Na+], [Na+], [OH-]. The product is COc1cc(-c2nn(C3CCN(Cc4c[nH]cn4)C3)c3ncnc(N)c23)ccc1NC(=O)c1cc2ccccc2n1C. RXN SMILES: [C:44]([O:45][BH-:46]([O:47][C:48](=[O:49])[CH3:50])[O:51][C:52](=[O:53])[CH3:54])(=[O:55])[CH3:56].[CH:37](=[O:38])[c:39]1[n:40][cH:41][nH:42][cH:43]1.[Cl:60][CH:61]([Cl:62])[CH3:63].[NH2:1][c:2]1[c:3]2[c:4]([n:5][cH:6][n:7]1)[n:8]([CH:32]1[CH2:33][NH:34][CH2:35][CH2:36]1)[n:9][c:10]2-[c:11]1[cH:12][c:13]([O:30][CH3:31])[c:14]([NH:17][C:18](=[O:19])[c:20]2[n:21]([CH3:29])[c:22]3[cH:23][cH:24][cH:25][cH:26][c:27]3[cH:28]2)[cH:15][cH:16]1.[Na+:57].[Na+:59].[OH-:58]>>[NH2:1][c:2]1[c:3]2[c:4]([n:5][cH:6][n:7]1)[n:8]([CH:32]1[CH2:33][N:34]([CH2:37][c:39]3[n:40][cH:41][nH:42][cH:43]3)[CH2:35][CH2:36]1)[n:9][c:10]2-[c:11]1[cH:12][c:13]([O:30][CH3:31])[c:14]([NH:17][C:18](=[O:19])[c:20]2[n:21]([CH3:29])[c:22]3[cH:23][cH:24][cH:25][cH:26][c:27]3[cH:28]2)[cH:15][cH:16]1.